describe an organic reaction: reactants, conditions, products, and yield From a dataset of the Open Reaction Database (ORD), a public repository of structured organic reaction records. Starting materials: C(CCC)(=O)OCN1C(=NC2=C1C=CC=C2)SCC=2N=CC=C1C2SC=C1 (1-butyryloxymethyl-2-[(thieno[2, 3-c]pyridin-7-yl)methylthio]benzimidazole), C1=CC(=CC(=C1)Cl)C(=O)OO (m-CPBA), C(=O)(O)[O-].[Na+] (NaHCO3), S(=O)([O-])[O-].[Na+].[Na+] (sodium sulfite). Run in C(Cl)(Cl)Cl (CHCl3), O (water), CCOCC (ether). Run at time 1 hour. The product is C(CCC)(=O)OCN1C(=NC2=C1C=CC=C2)S(=O)CC=2N=CC=C1C2SC=C1 (1-butyryloxymethyl-2-[(thieno[2, 3-c]pyridin7-yl)methylsulfinyl]benzimidazole). As a reaction SMILES: [C:1]([O:6][CH2:7][N:8]1[C:12]2[CH:13]=[CH:14][CH:15]=[CH:16][C:11]=2[N:10]=[C:9]1[S:17][CH2:18][C:19]1[N:20]=[CH:21][CH:22]=[C:23]2[CH:27]=[CH:26][S:25][C:24]=12)(=[O:5])[CH2:2][CH2:3][CH3:4].C1C=C(Cl)C=C(C(OO)=[O:36])C=1.C([O-])(O)=O.[Na+].S([O-])([O-])=O.[Na+].[Na+]>C(Cl)(Cl)Cl.CCOCC.O>[C:1]([O:6][CH2:7][N:8]1[C:12]2[CH:13]=[CH:14][CH:15]=[CH:16][C:11]=2[N:10]=[C:9]1[S:17]([CH2:18][C:19]1[N:20]=[CH:21][CH:22]=[C:23]2[CH:27]=[CH:26][S:25][C:24]=12)=[O:36])(=[O:5])[CH2:2][CH2:3][CH3:4] |f:2.3,4.5.6|. Procedure: To a solution of 318.0 mg (0.800 mmol) of 1-butyryloxymethyl-2-[(thieno[2, 3-c]pyridin-7-yl)methylthio]benzimidazole (Ib-6) in 30 ml of CHCl3 was added 224.3 mg (1.04 mmol) of 80% m-CPBA at -10° to -15 ° C., and the mixture was stirred for 1 hr. To the solution were added 3 ml of saturated aqueous NaHCO3 and 0.6 ml of 10% aqueous sodium sulfite. After bringing back to room temperature, the solution was mixed with water and extracted with CHCl3. After drying CHCl3 layer over anhydrous sodium sulf... The reactants are CS(=O)(=O)OC(C)=O (acetyl methanesulfonate), O1OOOCC1 (tetroxane), C(C)(=O)OCOCOC(C)=O (bis(acetoxymethyl) ether). Product: CS(=O)(=O)OCOCOS(=O)(=O)C (CH3SO3CH2OCH2OSO2CH3). Isolated yield 67.0%. Reaction SMILES: [CH3:1][S:2]([O:5][C:6](=[O:8])C)(=[O:4])=[O:3].[O:9]1[CH2:14]COOO1.C(OCOCOC(=O)C)(=O)C>>[CH3:1][S:2]([O:5][CH2:6][O:8][CH2:14][O:9][S:2]([CH3:1])(=[O:4])=[O:3])(=[O:4])=[O:3]. Reported procedure: Using the procedure of Example 2, acetyl methanesulfonate and tetroxane, in a molar ratio of 2:1, were reacted for 18-24 hours at 90° C. and 0.5 mm. pressure allowing the bis(acetoxymethyl) ether to distill. The residual oil was recrystallized from a small volume of dry tetrahydrofuran to give a 67% yield of CH3SO3CH2OCH2OSO2CH3.